Dataset: the Open Reaction Database (ORD), a public repository of structured organic reaction records. Task: describe an organic reaction: reactants, conditions, products, and yield Starting materials: C(C)OC(CC1=CC(=C(C=C1)OC)B1OC(C(O1)(C)C)(C)C)=O ([4-Methoxy-3-(4,4,5,5-tetramethyl-[1,3,2]dioxaborolan-2-yl)-phenyl]-acetic acid ethyl ester), ClC1=NC=CC=C1C#N (2-chloro-3-pyridinecarbonitrile), C([O-])([O-])=O.[K+].[K+] (potassium carbonate). The reagents and catalysts are C=1C=CC(=CC1)[P](C=2C=CC=CC2)(C=3C=CC=CC3)[Pd]([P](C=4C=CC=CC4)(C=5C=CC=CC5)C=6C=CC=CC6)([P](C=7C=CC=CC7)(C=8C=CC=CC8)C=9C=CC=CC9)[P](C=1C=CC=CC1)(C=1C=CC=CC1)C=1C=CC=CC1 (Tetrakis(triphenylphosphine)palladium(0)). Conditions: temperature 70 celsius, time 1 hour. The product is C(C)OC(CC1=CC(=C(C=C1)OC)C1=NC=CC=C1C#N)=O ([3-(3-Cyano-pyridin-2-yl)-4-methoxy-phenyl]-acetic acid ethyl ester). RXN SMILES: [CH2:1]([O:3][C:4](=[O:23])[CH2:5][C:6]1[CH:11]=[CH:10][C:9]([O:12][CH3:13])=[C:8](B2OC(C)(C)C(C)(C)O2)[CH:7]=1)[CH3:2].Cl[C:25]1[C:30]([C:31]#[N:32])=[CH:29][CH:28]=[CH:27][N:26]=1.C(=O)([O-])[O-].[K+].[K+]>C1C=CC([P]([Pd]([P](C2C=CC=CC=2)(C2C=CC=CC=2)C2C=CC=CC=2)([P](C2C=CC=CC=2)(C2C=CC=CC=2)C2C=CC=CC=2)[P](C2C=CC=CC=2)(C2C=CC=CC=2)C2C=CC=CC=2)(C2C=CC=CC=2)C2C=CC=CC=2)=CC=1>[CH2:1]([O:3][C:4](=[O:23])[CH2:5][C:6]1[CH:11]=[CH:10][C:9]([O:12][CH3:13])=[C:8]([C:25]2[C:30]([C:31]#[N:32])=[CH:29][CH:28]=[CH:27][N:26]=2)[CH:7]=1)[CH3:2] |f:2.3.4,^1:42,44,63,82|. Procedure: [4-Methoxy-3-(4,4,5,5-tetramethyl-[1,3,2]dioxaborolan-2-yl)-phenyl]-acetic acid ethyl ester (0.672 g, 2.1 mmol), 2-chloro-3-pyridinecarbonitrile (0.274 g, 2.0 mmol), and potassium carbonate (0.966 g, 7.0 mmol) were combined in deoxygenated 2:1 DME:H2O (21 mL). Tetrakis(triphenylphosphine)palladium(0) (0.115, 0.1 mmol) was added, and the reaction was stirred at 70° C. for 1 hour. Once no starting material was seen by analytical LCMS and tlc, the mixture was worked-up and purified by silica gel ch... Reactants: C=CC1=CC=CC=C1 (Styrene), CC1(OC[C@H]2[C@@H](O1)[C@H]3[C@@](O2)(OC(O3)(C)C)C(=O)O)C.O (2,3:4,6-di-O-isopropylidene-2-keto-L-gulonic acid monohydrate), OO.NC(=O)N (urea hydrogen peroxide). Run in ClCCl (dichloromethane). Conditions: temperature 25 celsius. Product: C1(=CC=CC=C1)C1OC1 (phenyloxirane). Yield: 70.0%. Reaction SMILES: [CH2:1]=[CH:2][C:3]1[CH:8]=[CH:7][CH:6]=[CH:5][CH:4]=1.CC1(C)O[C@H]2[C@@H]3OC(C)(C)O[C@]3(C(O)=O)O[C@H]2C[O:11]1.O.OO.NC(N)=O>ClCCl>[C:3]1([CH:2]2[CH2:1][O:11]2)[CH:8]=[CH:7][CH:6]=[CH:5][CH:4]=1 |f:1.2,3.4|. Procedure: Styrene (1 g, 9.6 mmol) was taken with 100 mg Immobilized lipase and 2,3:4,6-di-O-isopropylidene-2-keto-L-gulonic acid monohydrate (0.3 g, 1.03 mmol) in dry dichloromethane (15 mL) and stirred at 25° C. and added urea hydrogen peroxide (3 g, 32 mmol) portion-wise at a pH 5 for 20 hours. The reaction was monitored occasionally on TLC. The mixture was filtered and washed the residue with dichloromethane and the filtrate was reduced its volume under reduced pressure using vacuum flash evaporator. T... Reported procedure: The 1,4,6-trimethylcyclohex-3-ene-1-carbaldehyde according to the invention and the analogous ketones according to the invention are directly accessible by means of 1,4-cycloaddition of isoprene with tiglic aldehyde or with the corresponding 2-propenylalkyl ketones. The carbaldehyde according to the invention and the analogous ketones are directly accessible by 1,4-cycloaddition of tiglic aldehyde or the corresponding 2-propenylalkyl ketones with isoprene. Reactants: CC1(CC=C(CC1C)C)C=O (1,4,6-trimethylcyclohex-3-ene-1-carbaldehyde), 2-propenylalkyl ketones, aldehyde, 2-propenylalkyl ketones, C=CC(C)=C (isoprene), aldehyde, ketones, C=CC(C)=C (isoprene), ketones. Product: CC1(CC=C(CC1C)C)C(CCC)=O (1-(1,4,6-trimethylcyclohex-3-en-1-yl)-3-methylpropan-1-one). Reaction SMILES: [CH3:1][C:2]1([CH:10]=[O:11])[CH:7]([CH3:8])[CH2:6][C:5]([CH3:9])=[CH:4][CH2:3]1.[CH2:12]=[CH:13][C:14](=C)C>>[CH3:1][C:2]1([C:10](=[O:11])[CH2:12][CH2:13][CH3:14])[CH:7]([CH3:8])[CH2:6][C:5]([CH3:9])=[CH:4][CH2:3]1. The reactants are C(C)(=O)OC1=CC=C(C=C1)S[C@H]1C[C@H](N(C1)C(CCSC(C)=O)=O)C(=O)O ((cis)-4-(4-acetyloxyphenylthio)-1-[3-(acetylthio)-1-oxopropyl]-L-proline), N (ammonia). The product is OC1=CC=C(C=C1)S[C@H]1C[C@H](N(C1)C(CCS)=O)C(=O)O ((cis)-4-(4-hydroxyphenylthio)-1-(3-mercapto-1-oxopropyl)-L-proline). Reaction SMILES: C([O:4][C:5]1[CH:10]=[CH:9][C:8]([S:11][C@@H:12]2[CH2:16][N:15]([C:17](=[O:24])[CH2:18][CH2:19][S:20]C(=O)C)[C@H:14]([C:25]([OH:27])=[O:26])[CH2:13]2)=[CH:7][CH:6]=1)(=O)C.N>>[OH:4][C:5]1[CH:10]=[CH:9][C:8]([S:11][C@@H:12]2[CH2:16][N:15]([C:17](=[O:24])[CH2:18][CH2:19][SH:20])[C@H:14]([C:25]([OH:27])=[O:26])[CH2:13]2)=[CH:7][CH:6]=1. Procedure: Hydrolysis of (cis)-4-(4-acetyloxyphenylthio)-1-[3-(acetylthio)-1-oxopropyl]-L-proline with an aqueous ammonia solution according to the procedure of Example 2 yields (cis)-4-(4-hydroxyphenylthio)-1-(3-mercapto-1-oxopropyl)-L-proline. Starting materials: CC(C)(C)[Si](C)(C)Cl, OCc1ccc(F)cc1, CN(C)C=O, c1c[nH]cn1. Yields the product CC(C)(C)[Si](C)(C)OCc1ccc(F)cc1. Reaction SMILES: [C:15]([CH3:16])([CH3:17])([CH3:18])[Si:19]([CH3:20])([CH3:21])[Cl:22].[F:1][c:2]1[cH:3][cH:4][c:5]([CH2:8][OH:9])[cH:6][cH:7]1.[O:23]=[CH:24][N:25]([CH3:26])[CH3:27].[nH:10]1[cH:11][cH:12][n:13][cH:14]1>>[F:1][c:2]1[cH:3][cH:4][c:5]([CH2:8][O:9][Si:19]([C:15]([CH3:16])([CH3:17])[CH3:18])([CH3:20])[CH3:21])[cH:6][cH:7]1. Starting materials: B, O=C(O)c1ccc(Br)cn1, C1CCOC1, CSC. Yields the product OCc1ccc(Br)cn1. Reaction SMILES: [BH3:14].[Br:1][c:2]1[cH:3][cH:4][c:5]([C:8](=[O:9])[OH:10])[n:6][cH:7]1.[CH2:15]1[O:16][CH2:17][CH2:18][CH2:19]1.[CH3:11][S:12][CH3:13]>>[Br:1][c:2]1[cH:3][cH:4][c:5]([CH2:8][OH:9])[n:6][cH:7]1. Reactants: CC(C)(N)c1ncon1, O=C(O)c1ccc(C2CC2)c(OCC2CC2)n1. Yields the product CC(C)(NC(=O)c1ccc(C2CC2)c(OCC2CC2)n1)c1ncon1. RXN SMILES: [CH3:18][C:19]([CH3:20])([c:21]1[n:22][o:23][cH:24][n:25]1)[NH2:26].[CH:1]1([c:4]2[cH:5][cH:6][c:7]([C:15](=[O:16])[OH:17])[n:8][c:9]2[O:10][CH2:11][CH:12]2[CH2:13][CH2:14]2)[CH2:2][CH2:3]1>>[CH:1]1([c:4]2[cH:5][cH:6][c:7]([C:15](=[O:17])[NH:26][C:19]([CH3:18])([CH3:20])[c:21]3[n:22][o:23][cH:24][n:25]3)[n:8][c:9]2[O:10][CH2:11][CH:12]2[CH2:13][CH2:14]2)[CH2:2][CH2:3]1.